This data is from the Open Reaction Database (ORD), a public repository of structured organic reaction records. The task is: describe an organic reaction: reactants, conditions, products, and yield Run in C(C)(=O)O (acetic acid). The product is C(C1=CC=CC=C1)S(=O)C1=C(C=CC=C1)S(=O)(=O)N (2-benzylsulfinylphenylsulfonamide). Reaction SMILES: [OH:1]O.[CH2:3]([S:10][C:11]1[CH:16]=[CH:15][CH:14]=[CH:13][C:12]=1[S:17]([NH2:20])(=[O:19])=[O:18])[C:4]1[CH:9]=[CH:8][CH:7]=[CH:6][CH:5]=1>C(O)(=O)C>[CH2:3]([S:10]([C:11]1[CH:16]=[CH:15][CH:14]=[CH:13][C:12]=1[S:17]([NH2:20])(=[O:19])=[O:18])=[O:1])[C:4]1[CH:5]=[CH:6][CH:7]=[CH:8][CH:9]=1. Procedure: 102 ml of 30% hydrogen peroxide solution are added dropwise at a temperature of +10° C. to a solution of 219 g of 2-benzylthiophenylsulfonamide obtained in accordance with Example P1 in 500 ml of concentrated acetic acid. The reaction mixture is then stirred for 5 hours at a temperature of +25° C., the product slowly crystallising out. After separating off the crystals, washing with water and drying, 219 g (94.6%) of 2-benzylsulfinylphenylsulfonamide are obtained in the form of colour less cryst... Conditions: time 5 hour. Starting materials: OO (hydrogen peroxide), C(C1=CC=CC=C1)SC1=C(C=CC=C1)S(=O)(=O)N (2-benzylthiophenylsulfonamide). Yield: 94.6%. The reactants are BrC1=CC(=CC=C1)F (1-Bromo-3-fluorobenzene), O (water), C([O-])([O-])=O.[K+].[K+] (potassium carbonate), COC1=CC=C(C=C1)B(O)O (4-methoxybenzene boronic acid). Solvent: CC(=O)C (acetone). Conditions: temperature 40 celsius. Product: FC=1C=C(C=CC1)C1=CC=C(C=C1)OC (3-fluoro-4′-methoxybiphenyl). Isolated yield 86.6%. RXN SMILES: Br[C:2]1[CH:7]=[CH:6][CH:5]=[C:4]([F:8])[CH:3]=1.C(=O)([O-])[O-].[K+].[K+].[CH3:15][O:16][C:17]1[CH:22]=[CH:21][C:20](B(O)O)=[CH:19][CH:18]=1.O>CC(C)=O>[F:8][C:4]1[CH:3]=[C:2]([C:20]2[CH:21]=[CH:22][C:17]([O:16][CH3:15])=[CH:18][CH:19]=2)[CH:7]=[CH:6][CH:5]=1 |f:1.2.3|. Procedure details: 1-Bromo-3-fluorobenzene (28.8 g, 0.165 mol), potassium carbonate (50 g, 0.362 mol), 4-methoxybenzene boronic acid (27.6 g, 0.182 mol), water (100 ml) and acetone (300 ml) were placed in 1 L round-bottom three necked flask equipped with condenser, thermometer, mechanical stirrer and nitrogen inlet and outlet. The reaction flask was flushed with nitrogen and minor flow was held during whole reaction time. The mixture was heated up to the boiling point to 40° C. to degas the reaction system and the... The reactants are Cc1ccccc1, COc1cc(F)c(C(=O)O)cc1Cc1cccc(Cl)c1F, O=S(Cl)Cl. Yields the product COc1cc(F)c(C(=O)Cl)cc1Cc1cccc(Cl)c1F. As a reaction SMILES: [CH3:26][c:27]1[cH:28][cH:29][cH:30][cH:31][cH:32]1.[Cl:1][c:2]1[c:3]([F:21])[c:4]([CH2:5][c:6]2[c:7]([O:16][CH3:17])[cH:8][c:9]([F:15])[c:10]([C:11](=[O:12])[OH:13])[cH:14]2)[cH:18][cH:19][cH:20]1.[S:22]([Cl:23])([Cl:24])=[O:25]>>[Cl:1][c:2]1[c:3]([F:21])[c:4]([CH2:5][c:6]2[c:7]([O:16][CH3:17])[cH:8][c:9]([F:15])[c:10]([C:11](=[O:12])[Cl:24])[cH:14]2)[cH:18][cH:19][cH:20]1.